Dataset: the Open Reaction Database (ORD), a public repository of structured organic reaction records. Task: describe an organic reaction: reactants, conditions, products, and yield Reactants: CS(=O)(=O)OCC1(CC1)C#N (1-cyanocycloprop-1-ylmethyl methanesulfonate), CN(C)C=O (DMF), C(C1=CC=CC=C1)N1C(NC(C(=C1)C)=O)=O (1-benzyl-5-methyl-2,4(1H,3H)-pyrimidinedione), [H-].[Na+] (sodium hydride), CN(C)C=O (DMF). The solvent is O (water), [Cl-].[NH4+] (ammonium chloride). Yields the product C(C1=CC=CC=C1)N1C(N(C(C(=C1)C)=O)CC1(CC1)C#N)=O (1-benzyl-3-(1-cyanocycloprop-1-ylmethyl)-5-methyl-2,4(1H,3H)-pyrimidinedione). Reaction SMILES: CS(O[CH2:6][C:7]1([C:10]#[N:11])[CH2:9][CH2:8]1)(=O)=O.CN(C=O)C.[CH2:17]([N:24]1[CH:29]=[C:28]([CH3:30])[C:27](=[O:31])[NH:26][C:25]1=[O:32])[C:18]1[CH:23]=[CH:22][CH:21]=[CH:20][CH:19]=1.[H-].[Na+]>O.[Cl-].[NH4+]>[CH2:17]([N:24]1[CH:29]=[C:28]([CH3:30])[C:27](=[O:31])[N:26]([CH2:6][C:7]2([C:10]#[N:11])[CH2:9][CH2:8]2)[C:25]1=[O:32])[C:18]1[CH:19]=[CH:20][CH:21]=[CH:22][CH:23]=1 |f:3.4,6.7|. Procedure: A mixture of the 1-cyanocycloprop-1-ylmethyl methanesulfonate and DMF (78 mL) was added to a mixture of 1-benzyl-5-methyl-2,4(1H,3H)-pyrimidinedione (9.1 g, 42.2 mmol), 60% sodium hydride (1.95 g, 48.8 mmol) and DMF (117 mL) at 0° to 5° C. The mixture was heated 20 hours at 45° to 55° C., then diluted with water (20 mL) and saturated ammonium chloride (20 mL) and extracted with ethyl acetate. The extract was washed with water and then brine, dried (MgSO4) and concentrated to dryness. The residue... The reactants are COC=1C(C2=CC=CC=C2C(C1)=O)=O (2-methoxy-1,4-naphthoquinone), [H][H] (hydrogen). Reagents/catalysts: [Pd] (Pd-C). Solvent: O1CCCC1 (tetrahydrofuran). Run at time 1 hour. Product: COC1=C(C2=CC=CC=C2C(=C1)OC(C)=O)OC(C)=O (2-methoxy-1,4-diacetyloxynaphthalene). Reaction SMILES: [CH3:1][O:2][C:3]1[C:4](=[O:14])[C:5]2[C:10]([C:11](=[O:13])[CH:12]=1)=[CH:9][CH:8]=[CH:7][CH:6]=2.[H][H]>O1CCCC1.[Pd]>[CH3:1][O:2][C:3]1[CH:12]=[C:11]([O:13][C:3](=[O:2])[CH3:12])[C:10]2[C:5](=[CH:6][CH:7]=[CH:8][CH:9]=2)[C:4]=1[O:14][C:11](=[O:13])[CH3:10]. Reported procedure: A solution of 2-methoxy-1,4-naphthoquinone (20.0 g) in tetrahydrofuran (150 mL) was hydrogenated at atmospheric pressure over Pd-C (10%, 0.5 g) until the calculated amount of hydrogen was absorbed, approximately 4 hours. While still under a blanket of hydrogen, a solution of acetic anhydride (20 mL) and pyridine (18 mL) in tetrahydrofuran (50 mL) was added to the mixture. After stirring for 1 hour the catalyst was filtered off and the solvent removed from the filtrate under reduced pressure. The...